Dataset: the Open Reaction Database (ORD), a public repository of structured organic reaction records. Task: describe an organic reaction: reactants, conditions, products, and yield The reactants are COC(=O)C1COCCN1C(=O)c1cc(-c2ccccn2)n(-c2ccc(OC)nc2)n1, [Na+], C1CCOC1, [OH-]. Product: COc1ccc(-n2nc(C(=O)N3CCOCC3C(=O)O)cc2-c2ccccn2)cn1. RXN SMILES: [CH3:3][O:4][C:5](=[O:6])[CH:7]1[CH2:8][O:9][CH2:10][CH2:11][N:12]1[C:13](=[O:14])[c:15]1[n:16][n:17](-[c:26]2[cH:27][n:28][c:29]([O:32][CH3:33])[cH:30][cH:31]2)[c:18](-[c:20]2[n:21][cH:22][cH:23][cH:24][cH:25]2)[cH:19]1.[Na+:2].[O:34]1[CH2:35][CH2:36][CH2:37][CH2:38]1.[OH-:1]>>[O:4]=[C:5]([OH:6])[CH:7]1[CH2:8][O:9][CH2:10][CH2:11][N:12]1[C:13](=[O:14])[c:15]1[n:16][n:17](-[c:26]2[cH:27][n:28][c:29]([O:32][CH3:33])[cH:30][cH:31]2)[c:18](-[c:20]2[n:21][cH:22][cH:23][cH:24][cH:25]2)[cH:19]1. The reactants are Brc1cccc2c1OCCO2, O=C1CCN(Cc2ccccc2)CC1, CCCCCC, [Li]CCCC, C1CCOC1, O. The product is OC1(c2cccc3c2OCCO3)CCN(Cc2ccccc2)CC1. RXN SMILES: [Br:6][c:7]1[cH:8][cH:9][cH:10][c:11]2[c:16]1[O:15][CH2:14][CH2:13][O:12]2.[CH2:17]([c:18]1[cH:19][cH:20][cH:21][cH:22][cH:23]1)[N:24]1[CH2:25][CH2:26][C:27](=[O:30])[CH2:28][CH2:29]1.[CH3:32][CH2:33][CH2:34][CH2:35][CH2:36][CH3:37].[Li:1][CH2:2][CH2:3][CH2:4][CH3:5].[O:38]1[CH2:39][CH2:40][CH2:41][CH2:42]1.[OH2:31]>>[c:7]1([C:27]2([OH:30])[CH2:26][CH2:25][N:24]([CH2:17][c:18]3[cH:19][cH:20][cH:21][cH:22][cH:23]3)[CH2:29][CH2:28]2)[cH:8][cH:9][cH:10][c:11]2[c:16]1[O:15][CH2:14][CH2:13][O:12]2.